From a dataset of the Open Reaction Database (ORD), a public repository of structured organic reaction records. describe an organic reaction: reactants, conditions, products, and yield Reactants: CN(C)N=NC1=C([Se]C2=NC=CC=C21)C(=O)OCC (ethyl 3-[(dimethylamino)diazenyl]selenopheno[2,3-b]pyridine-2-carboxylate), [OH-].[Na+] (sodium hydroxide). Yields the product CN(C)N=NC1=C([Se]C2=NC=CC=C21)C(=O)O (3-[(dimethylamino)diazenyl]selenopheno[2,3-b]pyridine-2-carboxylic acid). As a reaction SMILES: [CH3:1][N:2]([N:4]=[N:5][C:6]1[C:14]2[C:9](=[N:10][CH:11]=[CH:12][CH:13]=2)[Se:8][C:7]=1[C:15]([O:17]CC)=[O:16])[CH3:3].[OH-].[Na+]>>[CH3:3][N:2]([N:4]=[N:5][C:6]1[C:14]2[C:9](=[N:10][CH:11]=[CH:12][CH:13]=2)[Se:8][C:7]=1[C:15]([OH:17])=[O:16])[CH3:1] |f:1.2|. Procedure details: The hydrolysis of ethyl 3-[(dimethylamino)diazenyl]selenopheno[2,3-b]pyridine-2-carboxylate with sodium hydroxide gave the required 3-[(dimethylamino)diazenyl]selenopheno[2,3-b]pyridine-2-carboxylic acid (compound 10). Starting materials: COC=1C=C(C=CC1NC1=NC=C(C(=N1)CCC1=C(C=CC=C1)CC(=O)OC)C(F)(F)F)C1CCN(CC1)C(=O)OC(C)(C)C (tert-butyl 4-(3-methoxy-4-((4-(2-(2-methoxy-2-oxoethyl)phenethyl)-5-(trifluoromethyl)pyrimidin-2-yl)amino)phenyl)piperidine-1-carboxylate), O[Li].O (LiOH.H2O). The solvent is C1CCOC1 (THF), O (water), CO (MeOH). Yields the product C(C)(C)(C)OC(=O)N1CCC(CC1)C1=CC(=C(C=C1)NC1=NC=C(C(=N1)CCC1=C(C=CC=C1)CC(=O)[O-])C(F)(F)F)OC.[Li+] (Lithium 2-(2-(2-(2-((4-(1-(tert-butoxycarbonyl)piperidin-4-yl)-2-methoxyphenyl)amino)-5-(trifluoromethyl)pyrimidin-4-yl)ethyl)phenyl)acetate). As a reaction SMILES: [CH3:1][O:2][C:3]1[CH:4]=[C:5]([CH:33]2[CH2:38][CH2:37][N:36]([C:39]([O:41][C:42]([CH3:45])([CH3:44])[CH3:43])=[O:40])[CH2:35][CH2:34]2)[CH:6]=[CH:7][C:8]=1[NH:9][C:10]1[N:15]=[C:14]([CH2:16][CH2:17][C:18]2[CH:23]=[CH:22][CH:21]=[CH:20][C:19]=2[CH2:24][C:25]([O:27]C)=[O:26])[C:13]([C:29]([F:32])([F:31])[F:30])=[CH:12][N:11]=1.O[Li:47].O>C1COCC1.O.CO>[C:42]([O:41][C:39]([N:36]1[CH2:37][CH2:38][CH:33]([C:5]2[CH:6]=[CH:7][C:8]([NH:9][C:10]3[N:15]=[C:14]([CH2:16][CH2:17][C:18]4[CH:23]=[CH:22][CH:21]=[CH:20][C:19]=4[CH2:24][C:25]([O-:27])=[O:26])[C:13]([C:29]([F:32])([F:31])[F:30])=[CH:12][N:11]=3)=[C:3]([O:2][CH3:1])[CH:4]=2)[CH2:34][CH2:35]1)=[O:40])([CH3:45])([CH3:44])[CH3:43].[Li+:47] |f:1.2,6.7|. Reported procedure: A solution of tert-butyl 4-(3-methoxy-4-((4-(2-(2-methoxy-2-oxoethyl)phenethyl)-5-(trifluoromethyl)pyrimidin-2-yl)amino)phenyl)piperidine-1-carboxylate (I21) (210 mg, 0.334 mmol) and LiOH.H2O (42 mg, 1.0 mmol) in THF (10 mL), water (2 mL) and MeOH (1 mL) was stirred at room temperature for 20 hours. The volatiles were evaporated under reduced pressure to give the title compound (I22) as a light yellow solid, 300 mg, excess mass due to inorganic salts present. LCMS Method C: rt 7.31 min; m/z 615.... Starting materials: N#CNC(=Nc1ccncc1)NCCCCCCO, CCN(C(C)C)C(C)C, S=C=Nc1ccc(Cl)cc1, c1ccncc1. Yields the product N#CNC(=Nc1ccncc1)NCCCCCCOC(=S)Nc1ccc(Cl)cc1. As a reaction SMILES: [C:1](#[N:2])[NH:3][C:4](=[N:5][c:6]1[cH:7][cH:8][n:9][cH:10][cH:11]1)[NH:12][CH2:13][CH2:14][CH2:15][CH2:16][CH2:17][CH2:18][OH:19].[CH:30]([N:31]([CH:32]([CH3:33])[CH3:34])[CH2:35][CH3:36])([CH3:37])[CH3:38].[Cl:20][c:21]1[cH:22][cH:23][c:24]([N:27]=[C:28]=[S:29])[cH:25][cH:26]1.[cH:39]1[cH:40][cH:41][n:42][cH:43][cH:44]1>>[C:1](#[N:2])[NH:3][C:4](=[N:5][c:6]1[cH:7][cH:8][n:9][cH:10][cH:11]1)[NH:12][CH2:13][CH2:14][CH2:15][CH2:16][CH2:17][CH2:18][O:19][C:28]([NH:27][c:24]1[cH:23][cH:22][c:21]([Cl:20])[cH:26][cH:25]1)=[S:29]. Reactants: N1=C(C=CC=C1C(=O)[O-])C(=O)OCC1=CC=CC=C1 (Monobenzyl pyridine-2,6-dicarboxylate), N (ammonia). The product is C(N)(=O)C1=CC=CC(=N1)C(=O)O (6-Carbamoyl-pyridine-2-carboxylic Acid). Reaction SMILES: [N:1]1[C:6]([C:7]([O-])=[O:8])=[CH:5][CH:4]=[CH:3][C:2]=1[C:10]([O:12]CC1C=CC=CC=1)=[O:11].[NH3:20]>>[C:7]([C:6]1[N:1]=[C:2]([C:10]([OH:12])=[O:11])[CH:3]=[CH:4][CH:5]=1)(=[O:8])[NH2:20]. Procedure details: Monobenzyl pyridine-2,6-dicarboxylate (compound H1) (1 g, 3.8 mmol) and aqueous 25-% ammonia solution (40 mL) are heated to 90° C. for 6 h. After cooling the mixture is evaporated and washed with ether. Reactants: CCOC(C)=O, COC(=O)C(N)CC(C)C, CCCCCC, ClCCl, ClCC=CCCl. The product is COC(=O)C(CC(C)C)N1CC=CC1. Reaction SMILES: [C:20]([O:21][CH2:22][CH3:23])(=[O:24])[CH3:25].[CH3:1][O:2][C:3]([CH:4]([NH2:5])[CH2:6][CH:7]([CH3:8])[CH3:9])=[O:10].[CH3:26][CH2:27][CH2:28][CH2:29][CH2:30][CH3:31].[Cl:11][CH2:12][Cl:13].[Cl:14][CH2:15][CH:16]=[CH:17][CH2:18][Cl:19]>>[CH3:1][O:2][C:3]([CH:4]([N:5]1[CH2:15][CH:16]=[CH:17][CH2:18]1)[CH2:6][CH:7]([CH3:8])[CH3:9])=[O:10]. The reactants are 2-amino-4-methyl-1-[2-(1H-pyrryl)]-1,3-pentadione, C(CC)C=1NC(NC1C(C1=CC=NC=C1)=O)=S (1,3-dihydro-4-propyl-5-isonicotinoyl-2H-imidazole-2-thione), C(C)C=1NC(NC1C(C1=C2C(=CC=C1)OCO2)=O)=S (1,3-dihydro-4-ethyl-5-(2,3-methylenedioxybenzoyl)-2H-imidazole-2-thione), 2-amino-1-phenyl-1-3-butadione, 1,3-dihydro-4-isopropyl. Reported procedure: In a like manner, but substituting 2-amino-1-(2,3-methylenedioxyphenyl)-1,3-pentadione; 2-amino-4-methyl-1-[2-(1H-pyrryl)]-1,3-pentadione; or 2-amino-1-(4-pyridyl)-1,3-hexadione for 2-amino-1-phenyl-1-3-butadione in the above example, results in 1,3-dihydro-4-ethyl-5-(2,3-methylenedioxybenzoyl)-2H-imidazole-2-thione; 1,3-dihydro-4-isopropyl-5-[2-(1H-pyrrolyl]-2H-imidazole-2-thione; or 1,3-dihydro-4-propyl-5-isonicotinoyl-2H-imidazole-2-thione, respectively. Reaction SMILES: C(C1NC(=S)NC=1C(=O)C1C=CN=CC=1)CC.[CH2:18]([C:20]1[NH:21][C:22](=[S:36])[NH:23][C:24]=1[C:25](=[O:35])[C:26]1[CH:31]=[CH:30][CH:29]=[C:28]2OCO[C:27]=12)C>>[CH3:18][C:20]1[NH:21][C:22](=[S:36])[NH:23][C:24]=1[C:25](=[O:35])[C:26]1[CH:31]=[CH:30][CH:29]=[CH:28][CH:27]=1. Yields the product CC=1NC(NC1C(C1=CC=CC=C1)=O)=S (1,3-Dihydro-4-methyl-5-benzoyl-2H-imidazole-2-thione).